The task is: describe an organic reaction: reactants, conditions, products, and yield. This data is from the Open Reaction Database (ORD), a public repository of structured organic reaction records. The reactants are O=P(Cl)(Cl)Cl (POCl3), COC1=NC=CC(=C1)C(=O)NC(\C=C/C(=O)O)=O ((Z)-4-(2-methoxypyridine-4-carboamido)-4-oxobut-2-enoic acid), NNC(C1=CC=C(C=C1)S(=O)(=O)C)=NC1=C(C=CC=C1)Cl (N-amino-N′-(2-chlorophenyl)-4-methylsulfonyl-benzamidine). Solvent: C1(=CC=CC=C1)C (PhMe). Yields the product ClC1=C(C=CC=C1)N1C(=NN=C1C1=CC=C(C=C1)S(=O)(=O)C)/C=C/C1=NN=C(O1)C1=CC(=NC=C1)OC (4-(5-((E)-2-(4-(2-chlorophenyl)-5-(4-(methylsulfonyl)phenyl)-4H-1,2,4-triazol-3-yl)vinyl)-1,3,4-oxadiazol-2-yl)-2-methoxypyridine). As a reaction SMILES: [CH3:1][O:2][C:3]1[CH:8]=[C:7]([C:9]([NH:11]C(=O)/C=C\C(O)=O)=[O:10])[CH:6]=[CH:5][N:4]=1.O=P(Cl)(Cl)Cl.[NH2:24][NH:25][C:26](=[N:37][C:38]1[CH:43]=[CH:42][CH:41]=[CH:40][C:39]=1[Cl:44])[C:27]1[CH:32]=[CH:31][C:30]([S:33]([CH3:36])(=[O:35])=[O:34])=[CH:29][CH:28]=1>C1(C)C=CC=CC=1>[Cl:44][C:39]1[CH:40]=[CH:41][CH:42]=[CH:43][C:38]=1[N:37]1[C:26]([C:27]2[CH:32]=[CH:31][C:30]([S:33]([CH3:36])(=[O:34])=[O:35])=[CH:29][CH:28]=2)=[N:25][N:24]=[C:6]1/[CH:7]=[CH:8]/[C:3]1[O:10][C:9]([C:7]2[CH:6]=[CH:5][N:4]=[C:3]([O:2][CH3:1])[CH:8]=2)=[N:11][N:4]=1. Procedure details: To a suspension of (Z)-4-(2-methoxypyridine-4-carboamido)-4-oxobut-2-enoic acid 9 (180 mg, 0.68 mmol) in 20 mL of PhMe was added 0.2 mL of POCl3. The mixture was stirred at reflux for 2 hours. After removal of solvent, the residue was dissolved in 20 mL of THF and 220 mg (0.68 mmol) of N-amino-N′-(2-chlorophenyl)-4-methylsulfonyl-benzamidine 5 added. The mixture was stirred at ambient temperature for 18 hours. After removal of solvent, the residue was purified by column (0-5% of methanol in dich... Starting materials: ClCCl, CC(O)c1cccc2nc(-c3ccc(C(F)(F)F)cc3)oc12, [I-], [I-], O, CCOC(=O)COc1ccc(S)cc1C, [Zn+2]. Yields the product CCOC(=O)COc1ccc(SC(C)c2cccc3nc(-c4ccc(C(F)(F)F)cc4)oc23)cc1C. RXN SMILES: [CH2:38]([Cl:39])[Cl:40].[F:1][C:2]([c:3]1[cH:4][cH:5][c:6](-[c:9]2[o:10][c:11]3[c:12]([n:13]2)[cH:14][cH:15][cH:16][c:17]3[CH:18]([CH3:19])[OH:20])[cH:7][cH:8]1)([F:21])[F:22].[I-:42].[I-:44].[OH2:41].[SH:23][c:24]1[cH:25][c:26]([CH3:37])[c:27]([O:28][CH2:29][C:30](=[O:31])[O:32][CH2:33][CH3:34])[cH:35][cH:36]1.[Zn+2:43]>>[F:1][C:2]([c:3]1[cH:4][cH:5][c:6](-[c:9]2[o:10][c:11]3[c:12]([n:13]2)[cH:14][cH:15][cH:16][c:17]3[CH:18]([CH3:19])[S:23][c:24]2[cH:25][c:26]([CH3:37])[c:27]([O:28][CH2:29][C:30](=[O:31])[O:32][CH2:33][CH3:34])[cH:35][cH:36]2)[cH:7][cH:8]1)([F:21])[F:22]. Procedure details: The synthesis of this compound is carried out as described in Example 3 except that, in Step A, the 1-bromo- 4(R)-acetoxy-2-nonyne is replaced by an equimolar amount of 1-acetoxy-1-(3-bromo-1-propynyl)cyclohexane (Example U). The product of Step A is thus ethyl 7-{N-[3-(1-acetoxycyclohexyl)-2-propynyl]methanesulfonamido}heptanoate. As a reaction SMILES: BrCC#C[C@H](OC(=O)C)CCCCC.C(OC1(C#CCBr)CCCCC1)(=O)C.C([O:32][C:33]1([C:39]#[C:40][CH2:41][N:42]([CH2:47][CH2:48][CH2:49][CH2:50][CH2:51][CH2:52][C:53]([O:55]CC)=[O:54])[S:43]([CH3:46])(=[O:45])=[O:44])[CH2:38][CH2:37][CH2:36][CH2:35][CH2:34]1)(=O)C>>[OH:32][C:33]1([CH2:39][CH2:40][CH2:41][N:42]([CH2:47][CH2:48][CH2:49][CH2:50][CH2:51][CH2:52][C:53]([OH:55])=[O:54])[S:43]([CH3:46])(=[O:45])=[O:44])[CH2:34][CH2:35][CH2:36][CH2:37][CH2:38]1. Reactants: BrCC#C[C@@H](CCCCC)OC(C)=O (1-bromo- 4(R)-acetoxy-2-nonyne), C(C)(=O)OC1(CCCCC1)C#CCN(S(=O)(=O)C)CCCCCCC(=O)OCC (ethyl 7-{N-[3-(1-acetoxycyclohexyl)-2-propynyl]methanesulfonamido}heptanoate), C(C)(=O)OC1(CCCCC1)C#CCBr (1-acetoxy-1-(3-bromo-1-propynyl)cyclohexane), product. The product is OC1(CCCCC1)CCCN(S(=O)(=O)C)CCCCCCC(=O)O (7-{N-[3-(1-Hydroxycyclohexyl)propyl]methanesulfonamido}heptanoic Acid). Reactants: CC(C)(C)OC(=O)CNc1cc(C#N)nc2ccc(C(F)(F)F)cc12, ClCCl, O=C(O)C(F)(F)F. The product is N#Cc1cc(NCC(=O)O)c2cc(C(F)(F)F)ccc2n1. Reaction SMILES: [C:1](#[N:2])[c:3]1[n:4][c:5]2[cH:6][cH:7][c:8]([C:22]([F:23])([F:24])[F:25])[cH:9][c:10]2[c:11]([NH:13][CH2:14][C:15](=[O:16])[O:17][C:18]([CH3:19])([CH3:20])[CH3:21])[cH:12]1.[Cl:26][CH2:27][Cl:28].[F:29][C:30]([F:31])([F:32])[C:33]([OH:34])=[O:35]>>[C:1](#[N:2])[c:3]1[n:4][c:5]2[cH:6][cH:7][c:8]([C:22]([F:23])([F:24])[F:25])[cH:9][c:10]2[c:11]([NH:13][CH2:14][C:15](=[O:16])[OH:17])[cH:12]1. The reactants are C(C)(C)(C)O[C@H](C(=O)OC)C1=C2N3CCC(OC/C=C/C[C@@H](OC=4C(=CC=CC4C4=CC=CC(C5=CN2C(C=C1C)=N5)=C4)F)C)(CC3)C (methyl(2S)-2-(tert-butoxy)-2-[(22S,24E)-19-fluoro-4,22,28-trimethyl-21,27-dioxa-1,7,34-triazahexacyclo[26.2.2.16,9.110,14.02,7.015,20]tetratriaconta-2,4,6(34),8,10(33),11,13,15(20),16,18,24-undecaen-3-yl]acetate), C(C)(C)(C)O[C@H](C(=O)O)C1=C2N3CCC(OCCCC[C@@H](OC=4C=CC(=CC4C4=CC=CC(C5=C(N2C(C=C1C)=N5)Cl)=C4)C)C)(CC3)C ((2S)-2-(tert-butoxy)-2-[(22S)-8-chloro-4,17,22,28-tetramethyl-21,27-dioxa-1,7,34-triazahexacyclo[26.2.2.16,9.110,14.02,7.015,20]tetratriaconta-2,4,6(34),8,10(33),11,13,15(20),16,18-decaen-3-yl]acetic acid). Yields the product C(C)(C)(C)O[C@H](C(=O)O)C1=C2N3CCC(OC/C=C/C[C@@H](OC=4C(=CC=CC4C4=CC=CC(C5=CN2C(C=C1C)=N5)=C4)F)C)(CC3)C ((2S)-2-(tert-Butoxy)-2-[(22S,24E)-19-fluoro-4,22,28-trimethyl-21,27-dioxa-1,7,34-triazahexacyclo[26.2.2.16,9.110,14.02,7.015,20]tetratriaconta-2,4,6(34),8,10(33),11,13,15(20),16,18,24-undecaen-3-yl]acetic acid). Yield: 95.0%. RXN SMILES: [C:1]([O:5][C@@H:6]([C:11]1[C:40]([CH3:41])=[CH:39][C:38]2=[N:42][C:35]3=[CH:36][N:37]2[C:12]=1[N:13]1[CH2:47][CH2:46][C:16]([CH3:48])([O:17][CH2:18][CH:19]=[CH:20][CH2:21][C@H:22]([CH3:45])[O:23][C:24]2[C:25]([F:44])=[CH:26][CH:27]=[CH:28][C:29]=2[C:30]2[CH:43]=[C:34]3[CH:33]=[CH:32][CH:31]=2)[CH2:15][CH2:14]1)[C:7]([O:9]C)=[O:8])([CH3:4])([CH3:3])[CH3:2].C(O[C@@H](C1C(C)=CC2=NC3=C(Cl)N2C=1N1CCC(C)(OCCCC[C@H](C)OC2C=CC(C)=CC=2C2C=C3C=CC=2)CC1)C(O)=O)(C)(C)C>>[C:1]([O:5][C@@H:6]([C:11]1[C:40]([CH3:41])=[CH:39][C:38]2=[N:42][C:35]3=[CH:36][N:37]2[C:12]=1[N:13]1[CH2:14][CH2:15][C:16]([CH3:48])([O:17][CH2:18][CH:19]=[CH:20][CH2:21][C@H:22]([CH3:45])[O:23][C:24]2[C:25]([F:44])=[CH:26][CH:27]=[CH:28][C:29]=2[C:30]2[CH:43]=[C:34]3[CH:33]=[CH:32][CH:31]=2)[CH2:46][CH2:47]1)[C:7]([OH:9])=[O:8])([CH3:4])([CH3:2])[CH3:3]. Procedure details: Prepared in 95% yield from methyl(2S)-2-(tert-butoxy)-2-[(22S,24E)-19-fluoro-4,22,28-trimethyl-21,27-dioxa-1,7,34-triazahexacyclo[26.2.2.16,9.110,14.02,7.015,20]tetratriaconta-2,4,6(34),8,10(33),11,13,15(20),16,18,24-undecaen-3-yl]acetate following the procedure for (2S)-2-(tert-butoxy)-2-[(22S)-8-chloro-4,17,22,28-tetramethyl-21,27-dioxa-1,7,34-triazahexacyclo[26.2.2.16,9.110,14.02,7.015,20]tetratriaconta-2,4,6(34),8,10(33),11,13,15(20),16,18-decaen-3-yl]acetic acid. 1H NMR (500 MHz, DMSO-d6) δ... Starting materials: Cl.CC1=NN(C=2N=C(NC(C21)=O)C2CCNCC2)C2=CC=CC=C2 (3-methyl-1-phenyl-6-(piperidin-4-yl)-1H-pyrazolo[3,4-d]pyrimidin-4(5H)-one hydrochloride), O=C1CN(CC1)C(=O)OC(C)(C)C (tert-butyl 3-oxopyrrolidine-1-carboxylate), [BH3-]C#N.[Na+] (NaBH3CN). The solvent is CO (methanol). Conditions: time 8 hour. Yields the product CC1=NN(C=2N=C(NC(C21)=O)C2CCN(CC2)C2CN(CC2)C(=O)OC(C)(C)C)C2=CC=CC=C2 (tert-butyl 3-(4-(3-methyl-4-oxo-1-phenyl-4,5-dihydro-1H-pyrazolo[3,4-d]pyrimidin-6-yl)piperidin-1-yl)pyrrolidine-1-carboxylate). RXN SMILES: Cl.[CH3:2][C:3]1[C:11]2[C:10](=[O:12])[NH:9][C:8]([CH:13]3[CH2:18][CH2:17][NH:16][CH2:15][CH2:14]3)=[N:7][C:6]=2[N:5]([C:19]2[CH:24]=[CH:23][CH:22]=[CH:21][CH:20]=2)[N:4]=1.O=[C:26]1[CH2:30][CH2:29][N:28]([C:31]([O:33][C:34]([CH3:37])([CH3:36])[CH3:35])=[O:32])[CH2:27]1.[BH3-]C#N.[Na+]>CO>[CH3:2][C:3]1[C:11]2[C:10](=[O:12])[NH:9][C:8]([CH:13]3[CH2:14][CH2:15][N:16]([CH:30]4[CH2:26][CH2:27][N:28]([C:31]([O:33][C:34]([CH3:37])([CH3:36])[CH3:35])=[O:32])[CH2:29]4)[CH2:17][CH2:18]3)=[N:7][C:6]=2[N:5]([C:19]2[CH:24]=[CH:23][CH:22]=[CH:21][CH:20]=2)[N:4]=1 |f:0.1,3.4|. Procedure details: Into a 100-mL round-bottom flask, was placed a solution of 3-methyl-1-phenyl-6-(piperidin-4-yl)-1H-pyrazolo[3,4-d]pyrimidin-4(5H)-one hydrochloride (500 mg, 1.45 mmol, 1.00 equiv) in methanol (50 mL) at room temperature. To the resulting mixture was then added tert-butyl 3-oxopyrrolidine-1-carboxylate (804 mg, 4.35 mmol, 3.00 equiv), in portions at room temperature, followed by NaBH3CN (456 mg, 7.24 mmol, 5.00 equiv) at room temperature. The resulting solution was stirred overnight at room tempe... Starting materials: CCC(O)c1cc(OC)cc2c1ccc(=O)n2CCN1CCC(N(Cc2ccc3c(c2)OCCO3)C(=O)OC(C)(C)C)CC1, O=C([O-])O, ClC(Cl)Cl, [Na+]. Product: CCC(=O)c1cc(OC)cc2c1ccc(=O)n2CCN1CCC(N(Cc2ccc3c(c2)OCCO3)C(=O)OC(C)(C)C)CC1. Reaction SMILES: [C:1]([CH3:2])([CH3:3])([CH3:4])[O:5][C:6]([N:7]([CH:8]1[CH2:9][CH2:10][N:11]([CH2:14][CH2:15][n:16]2[c:17](=[O:32])[cH:18][cH:19][c:20]3[c:21]([CH:28]([CH2:29][CH3:30])[OH:31])[cH:22][c:23]([O:26][CH3:27])[cH:24][c:25]23)[CH2:12][CH2:13]1)[CH2:33][c:34]1[cH:35][c:36]2[c:37]([cH:42][cH:43]1)[O:38][CH2:39][CH2:40][O:41]2)=[O:44].[C:45](=[O:46])([O-:47])[OH:48].[CH:50]([Cl:51])([Cl:52])[Cl:53].[Na+:49]>>[C:1]([CH3:2])([CH3:3])([CH3:4])[O:5][C:6]([N:7]([CH:8]1[CH2:9][CH2:10][N:11]([CH2:14][CH2:15][n:16]2[c:17](=[O:32])[cH:18][cH:19][c:20]3[c:21]([C:28]([CH2:29][CH3:30])=[O:31])[cH:22][c:23]([O:26][CH3:27])[cH:24][c:25]23)[CH2:12][CH2:13]1)[CH2:33][c:34]1[cH:35][c:36]2[c:37]([cH:42][cH:43]1)[O:38][CH2:39][CH2:40][O:41]2)=[O:44]. The reactants are C(C)OC(=O)C1(C(C1)C=C)NC(=O)C1NCC(C1)OC1=CC(=NC2=CC(=CC=C12)OC)C1=CC=CC=C1 (1-{[4-(7-Methoxy-2-phenyl-quinolin-4-yloxy)-pyrrolidine-2-carbonyl]-amino}-2-vinyl-cyclopropanecarboxylic acid ethyl ester), ester, C(C)OC(=O)C1(C(C1)C=C)NC(=O)C1N(CC(C1)OC1=CC(=NC2=CC(=CC=C12)OC)C1=CC=CC=C1)C(NC(C(C)(C)C)C(NC1C(CC2=CC=CC=C12)O)=O)=O (1-{[1-[1-(2-Hydroxy-indan-1-ylcarbamoyl)-2,2-dimethyl-propylcarbamoyl]4-(7-methoxy-2-phenyl-quinolin-4-yloxy)-pyrrolidin e-2-carbonyl]-amino}-2-vinyl-cyclopropanecarboxylic acid ethyl ester), C1[C@H]([C@H](C2=CC=CC=C21)N)O ((1S,2R)-cis-1-amino-2-indanol), OC1C(C2=CC=CC=C2C1)NC(=O)C(C(C)(C)C)N1C(CC(C1)OC1=CC(=CC2=CC(=CC=C12)OC)C1=CC=CC=C1)C1(C(C1)C=C)C(=O)O (1-[1-[1-(2-Hydroxy-indan-1-ylcarbamoyl)-2,2-dimethyl-propyl]-4-(6-methoxy-3-phenyl-naphthalen-1-yloxy)-pyrrolidin-2-yl]-2-vinyl-cyclopropanecarboxylic acid). The product is O[C@H]1[C@H](C2=CC=CC=C2C1)NC(=O)N1[C@@H](C[C@H](C1)OC1=CC(=NC2=CC(=CC=C12)OC)C1=CC=CC=C1)C(=O)N[C@]1([C@@H](C1)C=C)C(=O)O ((1R,2S)-1-{[(2S,4R)-1-((1S,2R)-2-Hydroxy-indan-1-ylcarbamoyl)-4-(7-methoxy-2-phenyl-quinolin-4-yloxy)-pyrrolidine-2-carbonyl]-amino}-2-vinyl-cyclopropanecarboxylic acid). Reaction SMILES: C([O:3][C:4]([C:6]1([NH:11][C:12]([CH:14]2[CH2:18][CH:17]([O:19][C:20]3[C:29]4[C:24](=[CH:25][C:26]([O:30][CH3:31])=[CH:27][CH:28]=4)[N:23]=[C:22]([C:32]4[CH:37]=[CH:36][CH:35]=[CH:34][CH:33]=4)[CH:21]=3)[CH2:16][NH:15]2)=[O:13])[CH2:8][CH:7]1[CH:9]=[CH2:10])=[O:5])C.C(OC(C1(NC(C2CC(OC3C4C(=CC(OC)=CC=4)N=C(C4C=CC=CC=4)C=3)CN2C(=O)NC([C:82](=[O:94])[NH:83][CH:84]2[C:92]3[C:87](=[CH:88][CH:89]=[CH:90][CH:91]=3)[CH2:86][CH:85]2[OH:93])C(C)(C)C)=O)CC1C=C)=O)C.C1C2C(=CC=CC=2)[C@H](N)[C@@H]1O.OC1CC2C(=CC=CC=2)C1NC(C(N1CC(OC2C3C(=CC(OC)=CC=3)C=C(C3C=CC=CC=3)C=2)CC1C1(C(O)=O)CC1C=C)C(C)(C)C)=O>>[OH:93][C@@H:85]1[CH2:86][C:87]2[C:92](=[CH:91][CH:90]=[CH:89][CH:88]=2)[C@@H:84]1[NH:83][C:82]([N:15]1[CH2:16][C@H:17]([O:19][C:20]2[C:29]3[C:24](=[CH:25][C:26]([O:30][CH3:31])=[CH:27][CH:28]=3)[N:23]=[C:22]([C:32]3[CH:37]=[CH:36][CH:35]=[CH:34][CH:33]=3)[CH:21]=2)[CH2:18][C@H:14]1[C:12]([NH:11][C@:6]1([C:4]([OH:3])=[O:5])[CH2:8][C@H:7]1[CH:9]=[CH2:10])=[O:13])=[O:94]. Reported procedure: Compound 12 was treated as described for the preparation of 13 but with the use of (1S,2R)-cis-1-amino-2-indanol instead of 2-amino-N-(2-hydroxyindan-1-yl)-3,3-dimethyl butyramide followed by ester hydrolysis as described for the preparation of compound 14 which gave the title compound. Purity by HPLC>95%. M+H+649.1.